Dataset: the Open Reaction Database (ORD), a public repository of structured organic reaction records. Task: describe an organic reaction: reactants, conditions, products, and yield Starting materials: Cc1cc(C(=O)O)ccc1Oc1ccc2c(c1)CCN(C(=O)OC(C)(C)C)CC2, CN. Product: CNC(=O)c1ccc(Oc2ccc3c(c2)CCN(C(=O)OC(C)(C)C)CC3)c(C)c1. Reaction SMILES: [CH3:1][C:2]([CH3:3])([CH3:4])[O:5][C:6](=[O:7])[N:8]1[CH2:9][CH2:10][c:11]2[c:12]([cH:15][cH:16][c:17]([O:19][c:20]3[c:21]([CH3:29])[cH:22][c:23]([C:24](=[O:25])[OH:26])[cH:27][cH:28]3)[cH:18]2)[CH2:13][CH2:14]1.[CH3:30][NH2:31]>>[CH3:1][C:2]([CH3:3])([CH3:4])[O:5][C:6](=[O:7])[N:8]1[CH2:9][CH2:10][c:11]2[c:12]([cH:15][cH:16][c:17]([O:19][c:20]3[c:21]([CH3:29])[cH:22][c:23]([C:24](=[O:25])[NH:31][CH3:30])[cH:27][cH:28]3)[cH:18]2)[CH2:13][CH2:14]1.